describe an organic reaction: reactants, conditions, products, and yield From a dataset of the Open Reaction Database (ORD), a public repository of structured organic reaction records. Reactants: COC(C(C(=O)OC)C1=NC(=NC(=C1SC)OC)OC)=O (2-(2,6-dimethoxy-5-methylsulfanyl-pyrimidin-4-yl)-malonic acid dimethyl ester), Cl (HCl). Run in CO (MeOH). Conditions: temperature 100 celsius, time 24 hour. Product: COC(CC1=NC(=NC(=C1SC)O)O)=O ((2,6-Dihydroxy-5-methylsulfanyl-pyrimidin-4-yl)-acetic acid methyl ester). RXN SMILES: [CH3:1][O:2][C:3](=[O:21])[CH:4]([C:9]1[C:14]([S:15][CH3:16])=[C:13]([O:17]C)[N:12]=[C:11]([O:19]C)[N:10]=1)C(OC)=O.Cl>CO>[CH3:1][O:2][C:3](=[O:21])[CH2:4][C:9]1[C:14]([S:15][CH3:16])=[C:13]([OH:17])[N:12]=[C:11]([OH:19])[N:10]=1. Procedure: A mixture of 2-(2,6-dimethoxy-5-methylsulfanyl-pyrimidin-4-yl)-malonic acid dimethyl ester (2.85 g, 9.0 mmol.) was added dropwise to slurry of HCl (37% w/w) (1.0 ml) in MeOH (50 ml). The reaction mixture was stirred at 100° C. for 24 hr and dried, and the solvent was evaporated in vacuo to give a crude as a pale yellow solid of 1.85 g (89.2%). 1H NMR (500 MHz, DMSO-d6): δ11.35 (s, 1H), 11.23 (s, 1H), 3.81 (s, 2H), 3.66 (s, 3H), 2.11 (s, 3H) Starting materials: ClC(Cl)Cl, FC(F)(F)c1ccc2oc(-c3ccncc3Cl)nc2c1, O=C(OO)c1cccc(Cl)c1. Product: [O-][n+]1ccc(-c2nc3cc(C(F)(F)F)ccc3o2)c(Cl)c1. RXN SMILES: [CH:32]([Cl:33])([Cl:34])[Cl:35].[Cl:1][c:2]1[cH:3][n:4][cH:5][cH:6][c:7]1-[c:8]1[o:9][c:10]2[c:11]([n:12]1)[cH:13][c:14]([C:17]([F:18])([F:19])[F:20])[cH:15][cH:16]2.[Cl:21][c:22]1[cH:23][cH:24][cH:25][c:26]([C:27]([O:28][OH:30])=[O:29])[cH:31]1>>[Cl:1][c:2]1[cH:3][n+:4]([O-:29])[cH:5][cH:6][c:7]1-[c:8]1[o:9][c:10]2[c:11]([n:12]1)[cH:13][c:14]([C:17]([F:18])([F:19])[F:20])[cH:15][cH:16]2.